Dataset: the Open Reaction Database (ORD), a public repository of structured organic reaction records. Task: describe an organic reaction: reactants, conditions, products, and yield Starting materials: NC1=C(C=CC=C1)C1CCNC=2N1N=C(C2C#N)C2=CC=C(C=C2)OCC2=CC=CC=C2 (7-(2-aminophenyl)-2-(4-(benzyloxy)phenyl)-4,5,6,7-tetrahydropyrazolo[1,5-a]pyrimidine-3-carbonitrile), ClCCC(=O)NC=1C=C(C=CC1)C1CCNC=2N1N=C(C2C(=O)N)C2=CC=C(C=C2)OC2=CC=CC=C2 (7-(3-(3-chloropropanamido)phenyl)-2-(4-phenoxyphenyl)-4,5,6,7-tetrahydropyrazolo[1,5-a]pyrimidine-3-carboxamide). The product is NC1=C(C=CC=C1)C1CCNC=2N1N=C(C2C(=O)N)C2=CC=C(C=C2)OCC2=CC=CC=C2 (7-(2-Aminophenyl)-2-(4-(benzyloxy)phenyl)-4,5,6,7-tetrahydropyrazolo[1,5-a]pyrimidine-3-carboxamide). RXN SMILES: [NH2:1][C:2]1[CH:7]=[CH:6][CH:5]=[CH:4][C:3]=1[CH:8]1[N:13]2[N:14]=[C:15]([C:19]3[CH:24]=[CH:23][C:22]([O:25][CH2:26][C:27]4[CH:32]=[CH:31][CH:30]=[CH:29][CH:28]=4)=[CH:21][CH:20]=3)[C:16]([C:17]#[N:18])=[C:12]2[NH:11][CH2:10][CH2:9]1.ClCCC(NC1C=C(C2N3N=C(C4C=CC(OC5C=CC=CC=5)=CC=4)C(C(N)=O)=C3NCC2)C=CC=1)=[O:37]>>[NH2:1][C:2]1[CH:7]=[CH:6][CH:5]=[CH:4][C:3]=1[CH:8]1[N:13]2[N:14]=[C:15]([C:19]3[CH:24]=[CH:23][C:22]([O:25][CH2:26][C:27]4[CH:32]=[CH:31][CH:30]=[CH:29][CH:28]=4)=[CH:21][CH:20]=3)[C:16]([C:17]([NH2:18])=[O:37])=[C:12]2[NH:11][CH2:10][CH2:9]1. Procedure: The desired product was prepared from 7-(2-aminophenyl)-2-(4-(benzyloxy)phenyl)-4,5,6,7-tetrahydropyrazolo[1,5-a]pyrimidine-3-carbonitrile using the procedure similar to step 2 for compound 2. 1H NMR (400 MHz, DMSO-d6) δ 7.47-7.33 (m, 7H), 7.06 (d, J=8.4 Hz, 2H), 6.96 (t, J=7.6 Hz, 1H), 6.75 (br s, 1H), 6.68 (d, J=7.6 Hz, 1H), 6.50 (t, J=7.6 Hz, 1H), 6.28 (d, J=7.6 Hz, 1H), 5.59-5.54 (m, 1H), 5.19 (br s, 2H), 5.12 (s, 2H), 3.30-3.20 (m, 1H), 3.02-2.92 (m, 1H), 2.25-2.14 (m, 1H) and 2.13-2.03 (m,... The reactants are CO, [Li+], CCOC(=O)c1cc2cc(-c3cnc(N)c(OCc4c(Cl)cccc4Cl)c3)ccc2[nH]1, [OH-], O. Product: Nc1ncc(-c2ccc3[nH]c(C(=O)O)cc3c2)cc1OCc1c(Cl)cccc1Cl. RXN SMILES: [CH3:35][OH:36].[Li+:33].[NH2:1][c:2]1[c:3]([O:22][CH2:23][c:24]2[c:25]([Cl:31])[cH:26][cH:27][cH:28][c:29]2[Cl:30])[cH:4][c:5](-[c:8]2[cH:9][c:10]3[cH:11][c:12]([C:17](=[O:18])[O:19][CH2:20][CH3:21])[nH:13][c:14]3[cH:15][cH:16]2)[cH:6][n:7]1.[OH-:34].[OH2:32]>>[NH2:1][c:2]1[c:3]([O:22][CH2:23][c:24]2[c:25]([Cl:31])[cH:26][cH:27][cH:28][c:29]2[Cl:30])[cH:4][c:5](-[c:8]2[cH:9][c:10]3[cH:11][c:12]([C:17](=[O:18])[OH:19])[nH:13][c:14]3[cH:15][cH:16]2)[cH:6][n:7]1. Reactants: O (water), [N+](=O)(O)[O-] (nitric acid), S(O)(O)(=O)=O (sulfuric acid), COCC1OC2=C(OC1)C=CC(=C2)C(=O)O (3-methoxymethyl-benzo-1,4-dioxan-6-carboxylic acid). Run in C(C)(=O)O (acetic acid). Conditions: time 30 minute. The product is COCC1OC2=C(OC1)C=C(C(=C2)C(=O)O)[N+](=O)[O-] (3-methoxymethyl-7-nitro-benzo-1,4-dioxane-6-carboxylic acid). Reaction SMILES: [CH3:1][O:2][CH2:3][CH:4]1[CH2:9][O:8][C:7]2[CH:10]=[CH:11][C:12]([C:14]([OH:16])=[O:15])=[CH:13][C:6]=2[O:5]1.[N+:17]([O-])([OH:19])=[O:18].S(=O)(=O)(O)O.O>C(O)(=O)C>[CH3:1][O:2][CH2:3][CH:4]1[CH2:9][O:8][C:7]2[CH:10]=[C:11]([N+:17]([O-:19])=[O:18])[C:12]([C:14]([OH:16])=[O:15])=[CH:13][C:6]=2[O:5]1. Procedure: The titled compound of Example 3 (0.788 g, 3.51 mmol) was dissolved in 2 ml of acetic acid, and added a mixture of nitric acid (3 ml) and sulfuric acid (3 ml), followed by stirring for 30 min. Then, to the reaction mixture was added 10 ml of water to give a solid, which was then fitered and washed with acetic acid and ether in a sequential order to prepare the titled compound (0.510 g, 54%). Reactants: CI, CN(C)C=O, [H-], [Na+], O, CCOC(=O)C(O)C(Oc1ccccc1[N+](=O)[O-])c1ccccc1. Yields the product CCOC(=O)C(OC)C(Oc1ccccc1[N+](=O)[O-])c1ccccc1. RXN SMILES: [CH3:25][I:26].[CH3:30][N:31]([CH3:32])[CH:33]=[O:34].[H-:28].[Na+:27].[OH2:29].[OH:1][CH:2]([C:3](=[O:4])[O:5][CH2:6][CH3:7])[CH:8]([O:9][c:10]1[c:11]([N+:16](=[O:17])[O-:18])[cH:12][cH:13][cH:14][cH:15]1)[c:19]1[cH:20][cH:21][cH:22][cH:23][cH:24]1>>[O:1]([CH:2]([C:3](=[O:4])[O:5][CH2:6][CH3:7])[CH:8]([O:9][c:10]1[c:11]([N+:16](=[O:17])[O-:18])[cH:12][cH:13][cH:14][cH:15]1)[c:19]1[cH:20][cH:21][cH:22][cH:23][cH:24]1)[CH3:25]. Reactants: CC(=NOCC=Cc1ccccc1)C(=O)O, CC(=NOCC=Cc1ccccc1)C(N)=O, ClC(Cl)Cl, [Cl-], N, O, O=S(Cl)Cl. Yields the product CC(=NOCC=Cc1ccccc1)C(=O)Cl. RXN SMILES: [CH2:1]([CH:2]=[CH:3][c:4]1[cH:5][cH:6][cH:7][cH:8][cH:9]1)[O:10][N:11]=[C:12]([C:13](=[O:14])[OH:15])[CH3:16].[CH2:23]([O:24][N:25]=[C:26]([CH3:27])[C:28]([NH2:29])=[O:30])[CH:31]=[CH:32][c:33]1[cH:34][cH:35][cH:36][cH:37][cH:38]1.[CH:40]([Cl:41])([Cl:42])[Cl:43].[Cl-:21].[NH3:22].[OH2:39].[S:17]([Cl:18])([Cl:19])=[O:20]>>[CH2:1]([CH:2]=[CH:3][c:4]1[cH:5][cH:6][cH:7][cH:8][cH:9]1)[O:10][N:11]=[C:12]([C:13](=[O:14])[Cl:19])[CH3:16]. Starting materials: C([O-])(O)=O.[Na+] (sodium bicarbonate), [BH4-].[Na+] (sodiumborohydride), N1(CCCC1)C1(COC1)C#N (3-Pyrrolidin-1-yl-oxetane-3-carbonitrile), N1(CCCC1)C1(COC1)C#N (3-Pyrrolidin-1-yl-oxetane-3-carbonitrile), C1(=CC=CC=C1)[Li] (Phenyllithium). The solvent is O1CCCC1 (tetrahydrofurane). Run at time 1.5 hour. Yields the product C1(=CC=CC=C1)C(C1(COC1)N1CCCC1)N (C-Phenyl-C-(3-pyrrolidin-1-yl-oxetan-3-yl)-methylamine). Reaction SMILES: [N:1]1([C:6]2([C:10]#[N:11])[CH2:9][O:8][CH2:7]2)[CH2:5][CH2:4][CH2:3][CH2:2]1.[C:12]1([Li])[CH:17]=[CH:16][CH:15]=[CH:14][CH:13]=1.C(=O)(O)[O-].[Na+].[BH4-].[Na+]>O1CCCC1>[C:12]1([CH:10]([NH2:11])[C:6]2([N:1]3[CH2:2][CH2:3][CH2:4][CH2:5]3)[CH2:9][O:8][CH2:7]2)[CH:17]=[CH:16][CH:15]=[CH:14][CH:13]=1 |f:2.3,4.5|. Reported procedure: 3-Pyrrolidin-1-yl-oxetane-3-carbonitrile (intermediate A, 1.6 g, 91% purity, 10 mmol) was dissolved in 10 mL tetrahydrofurane. Phenyllithium (2M in dibutylether, 9.8 mL, 20 mmol) was added dropwise at −5° C. The reaction mixture was stirred at room temperature for 1.5 hours and poured into cold saturated sodium bicarbonate solution. The mixture was extracted three times with ethyl acetate. The combined organic phases were dried on sodium sulfate, filtered and evaporated. The residue was dissolve... The reactants are N1=CC(=CC=C1)N (pyridin-3-amine), C(C1=CC=CC=C1)OC1=C(C=O)C=C(C=C1)Cl (2-(benzyloxy)-5-chlorobenzaldehyde), Mg(ClO4)2. The solvent is ClCCl (dichloromethane). Yields the product C(C1=CC=CC=C1)OC1=C(C=NC=2C=NC=CC2)C=C(C=C1)Cl (N-(2-(benzyloxy)-5-chlorobenzylidene)pyridin-3-amine). Isolated yield 96.0%. Reaction SMILES: [N:1]1[CH:6]=[CH:5][CH:4]=[C:3]([NH2:7])[CH:2]=1.[CH2:8]([O:15][C:16]1[CH:23]=[CH:22][C:21]([Cl:24])=[CH:20][C:17]=1[CH:18]=O)[C:9]1[CH:14]=[CH:13][CH:12]=[CH:11][CH:10]=1>ClCCl>[CH2:8]([O:15][C:16]1[CH:23]=[CH:22][C:21]([Cl:24])=[CH:20][C:17]=1[CH:18]=[N:7][C:3]1[CH:2]=[N:1][CH:6]=[CH:5][CH:4]=1)[C:9]1[CH:10]=[CH:11][CH:12]=[CH:13][CH:14]=1. Procedure: A mixture of pyridin-3-amine (2.13 mmol), 2-(benzyloxy)-5-chlorobenzaldehyde (1.93 mmol) and Mg(ClO4)2 (0.579 mmol) was stirred at 50° C. in dichloromethane (10 mL) for 4 h. After cooling to room temperature, the solution was filtered through 0.45 micron filter and the solvent was evaporated to afford solid. Yield 96%. 1H NMR: 5.16 (s, 2H), 6.97 (d, 1H, J=8.96 Hz), 7.28-7.40 (m, 8H), 7.48-7.52 (m, 1H), 8.15 (d, 1H, J=2.70 Hz), 8.45-8.48 (m, 2H). Starting materials: OC(C(=O)O)C(CC1=CC=CC=C1)NC(C1=C(N=CC=C1)N1N=C(C=C1)C1=CC=CC=C1)=O (2-hydroxy-4-phenyl-3-(2-(3-phenyl-1H-pyrazol-1-yl)nicotinamido)butanoic acid), Cl.CON (O-methylhydroxylamine hydrochloride). Product: OC(C(CC1=CC=CC=C1)NC(C1=C(N=CC=C1)N1N=C(C=C1)C1=CC=CC=C1)=O)C(=O)NOC (N-(3-Hydroxy-4-(methoxyamino)-4-oxo-1-phenylbutan-2-yl)-2-(3-phenyl-1H-pyrazol-1-yl)nicotinamide). As a reaction SMILES: [OH:1][CH:2]([CH:6]([NH:14][C:15](=[O:33])[C:16]1[CH:21]=[CH:20][CH:19]=[N:18][C:17]=1[N:22]1[CH:26]=[CH:25][C:24]([C:27]2[CH:32]=[CH:31][CH:30]=[CH:29][CH:28]=2)=[N:23]1)[CH2:7][C:8]1[CH:13]=[CH:12][CH:11]=[CH:10][CH:9]=1)[C:3](O)=[O:4].Cl.[CH3:35][O:36][NH2:37]>>[OH:1][CH:2]([C:3]([NH:37][O:36][CH3:35])=[O:4])[CH:6]([NH:14][C:15](=[O:33])[C:16]1[CH:21]=[CH:20][CH:19]=[N:18][C:17]=1[N:22]1[CH:26]=[CH:25][C:24]([C:27]2[CH:28]=[CH:29][CH:30]=[CH:31][CH:32]=2)=[N:23]1)[CH2:7][C:8]1[CH:13]=[CH:12][CH:11]=[CH:10][CH:9]=1 |f:1.2|. Reported procedure: The reaction was carried out in analogy to reaction step 1.3 by reacting 2-hydroxy-4-phenyl-3-(2-(3-phenyl-1H-pyrazol-1-yl)nicotinamido)butanoic acid with O-methylhydroxylamine hydrochloride. ESI-MS [M+H]+: 472.2 Reactants: OC1(NC=NC(=C1)CCCOC)S (4-Hydroxy-4-mercapto-6-(3-methoxypropyl)pyrimidine), ClCC(=O)O (chloroacetic acid), [OH-].[Na+] (sodium hydroxide). Run in O (water). Reaction conditions: temperature 120 celsius. Yields the product OC1=NC(=CC(=N1)O)CCCOC (2,4-Dihydroxy-6-(3-methoxypropyl)pyrimidine). The yield is 52.9%. As a reaction SMILES: [OH:1][C:2]1(S)[CH:7]=[C:6]([CH2:8][CH2:9][CH2:10][O:11][CH3:12])[N:5]=[CH:4][NH:3]1.ClCC(O)=[O:17].[OH-].[Na+]>O>[OH:17][C:4]1[N:3]=[C:2]([OH:1])[CH:7]=[C:6]([CH2:8][CH2:9][CH2:10][O:11][CH3:12])[N:5]=1 |f:2.3|. Reported procedure: A suspension of 4-hydroxy-4-mercapto-6-(3-methoxypropyl)pyrimidine (Method 84) (3.9 g, 19.5 mmol) and chloroacetic acid (1.89 g, 19.9 mmol) in water (20 ml) was heated at 120° C. for 24 hours. The mixture was allowed to cool, adjusted to pH7 with sodium hydroxide solution and extracted with EtOAc. The extracts were combined, dried (Na2SO4) and the solvent removed by evaporation to give the title compound (1.9 g, 55%) as a solid.